From a dataset of the Open Reaction Database (ORD), a public repository of structured organic reaction records. describe an organic reaction: reactants, conditions, products, and yield Reactants: O=C([O-])O, CCCCCC, CC(C)=O, COCCO, COc1cc2c(Cl)c(C#N)cnc2cc1OCCCl, Cl, Nc1ccc2cn[nH]c2c1, [Na+], c1ccncc1. Product: COc1cc2c(Nc3ccc4cn[nH]c4c3)c(C#N)cnc2cc1OCCCl. Reaction SMILES: [C:37](=[O:38])([OH:39])[O-:40].[CH3:42][CH2:43][CH2:44][CH2:45][CH2:46][CH3:47].[CH3:48][C:49]([CH3:50])=[O:51].[CH3:52][O:53][CH2:54][CH2:55][OH:56].[Cl:1][CH2:2][CH2:3][O:4][c:5]1[c:6]([O:18][CH3:19])[cH:7][c:8]2[c:9]([Cl:17])[c:10]([C:15]#[N:16])[cH:11][n:12][c:13]2[cH:14]1.[ClH:30].[NH2:20][c:21]1[cH:22][cH:23][c:24]2[cH:25][n:26][nH:27][c:28]2[cH:29]1.[Na+:41].[n:31]1[cH:32][cH:33][cH:34][cH:35][cH:36]1>>[Cl:1][CH2:2][CH2:3][O:4][c:5]1[c:6]([O:18][CH3:19])[cH:7][c:8]2[c:9]([NH:20][c:21]3[cH:22][cH:23][c:24]4[cH:25][n:26][nH:27][c:28]4[cH:29]3)[c:10]([C:15]#[N:16])[cH:11][n:12][c:13]2[cH:14]1. Reactants: CN(CC1=CNC2=C(C=CC=C12)[N+](=O)[O-])C (N,N-Dimethyl-1-(7-nitro-1H-indol-3-yl)methanamine), IC (iodomethane), [C-]#N.[K+] (Potassium cyanide). Solvent: CN(C)C=O (DMF), O (H2O), C1CCOC1 (THF). Conditions: time 2 hour. Product: [N+](=O)([O-])C=1C=CC=C2C(=CNC12)CC#N ((7-nitro-1H-indol-3-yl)acetonitrile). RXN SMILES: CN(C)[CH2:3][C:4]1[C:12]2[C:7](=[C:8]([N+:13]([O-:15])=[O:14])[CH:9]=[CH:10][CH:11]=2)[NH:6][CH:5]=1.IC.[C-:19]#[N:20].[K+]>CN(C=O)C.O.C1COCC1>[N+:13]([C:8]1[CH:9]=[CH:10][CH:11]=[C:12]2[C:7]=1[NH:6][CH:5]=[C:4]2[CH2:3][C:19]#[N:20])([O-:15])=[O:14] |f:2.3|. Reported procedure: A solution of N,N-dimethyl-1-(7-nitro-1H-indol-3-yl)methanamine from Step A (3.3 g, 18.5 mmol) in DMF (3 mL), H2O (3 mL), THF (150 mL) and iodomethane (2.85 mL, 45.7 mmol) was heated at reflux for 15 min as a white precipitate formed. Potassium cyanide (6.0 g, 92.1 mmol) was added and reflux was continued for 2 h. The cooled solution was filtered and concentrated under reduced pressure and the residue was triturated with MeOH to give (7-nitro-1H-indol-3-yl)acetonitrile as a yellow solid. A suspe... Starting materials: Cc1ccnc2c1[nH]c(=O)n2-c1ccc(OCc2ccccc2)cc1, CI, [H-], [Na+], [Na+], O=C([O-])O, CN(C)C=O. Yields the product Cc1ccnc2c1n(C)c(=O)n2-c1ccc(OCc2ccccc2)cc1. As a reaction SMILES: [CH2:3]([c:4]1[cH:5][cH:6][cH:7][cH:8][cH:9]1)[O:10][c:11]1[cH:12][cH:13][c:14](-[n:17]2[c:18](=[O:27])[nH:19][c:20]3[c:21]2[n:22][cH:23][cH:24][c:25]3[CH3:26])[cH:15][cH:16]1.[CH3:1][I:2].[H-:29].[Na+:28].[Na+:39].[O-:35][C:36]([OH:37])=[O:38].[O:30]=[CH:31][N:32]([CH3:33])[CH3:34]>>[CH3:1][n:19]1[c:18](=[O:27])[n:17](-[c:14]2[cH:13][cH:12][c:11]([O:10][CH2:3][c:4]3[cH:5][cH:6][cH:7][cH:8][cH:9]3)[cH:16][cH:15]2)[c:21]2[c:20]1[c:25]([CH3:26])[cH:24][cH:23][n:22]2.